This data is from the Open Reaction Database (ORD), a public repository of structured organic reaction records. The task is: describe an organic reaction: reactants, conditions, products, and yield The reactants are C(C)(C)(C)C1=CC=C(C=C1)C(=C(C(=O)OCC)C(=O)OCC)Cl (ethyl 3-(4-t-butylphenyl)-3-chloro-2-ethoxycarbonyl-acrylate), C(#N)C1=CC=C(C=C1)NNC (1-(4-cyanophenyl)-2-methyl-hydrazine), C(C)(C)N(CC)C(C)C (diisopropylethylamine). Run in C(CC)O (1-propanol). Product: C(C)(C)(C)C1=CC=C(C=C1)C=1N(N(C(C1C(=O)OCC)=O)C1=CC=C(C=C1)C#N)C (3-(4-t-Butylphenyl)-1-(4-cyanophenyl)-4-ethoxycarbonyl-2-methyl-2H-pyrazol-5-one). The yield is 40.0%. RXN SMILES: [C:1]([C:5]1[CH:10]=[CH:9][C:8]([C:11](Cl)=[C:12]([C:18]([O:20][CH2:21][CH3:22])=[O:19])[C:13]([O:15]CC)=O)=[CH:7][CH:6]=1)([CH3:4])([CH3:3])[CH3:2].[C:24]([C:26]1[CH:31]=[CH:30][C:29]([NH:32][NH:33][CH3:34])=[CH:28][CH:27]=1)#[N:25].C(N(C(C)C)CC)(C)C>C(O)CC>[C:1]([C:5]1[CH:10]=[CH:9][C:8]([C:11]2[N:33]([CH3:34])[N:32]([C:29]3[CH:28]=[CH:27][C:26]([C:24]#[N:25])=[CH:31][CH:30]=3)[C:13](=[O:15])[C:12]=2[C:18]([O:20][CH2:21][CH3:22])=[O:19])=[CH:7][CH:6]=1)([CH3:2])([CH3:4])[CH3:3]. Procedure details: A mixture of 73.19 g of ethyl 3-(4-t-butylphenyl)-3-chloro-2-ethoxycarbonyl-acrylate, 33.6 g of 1-(4-cyanophenyl)-2-methyl-hydrazine, 44.3 g of diisopropylethylamine and 500 ml of 1-propanol was refluxed under heating for 7 days. The reaction mixture was evaporated under reduced pressure. After addition of 1N hydrochloric acid, the resulting residue was extracted with chloroform. The extract was washed with 1N hydrochloric acid and saturated aqueous sodium chloride successively and dried over an...